From a dataset of the Open Reaction Database (ORD), a public repository of structured organic reaction records. describe an organic reaction: reactants, conditions, products, and yield Procedure: To a solution of 1-((3,4,5-trimethoxyphenoxy)methyl)carbonylpiperazine (0.22 g, 0.70 mmol) in 1% acetic acid in methanol (6 mL) was added 4-cyanobenzaldehyde (0.33 g, 2.5 mmol) and sodium cyanoborohydride (0.093 g, 1.4 mmol). The resultant mixture was stirred at ambient temperature for 1.5 hours and the mixture was then concentrated of volatiles in vacuo. Residue was taken up in ethyl acetate and washed with saturated aqueous NaHCO3 solution, water, and then brine. The organic layer was separate... The reactants are resultant mixture, COC=1C=C(OCC(=O)N2CCNCC2)C=C(C1OC)OC (1-((3,4,5-trimethoxyphenoxy)methyl)carbonylpiperazine), C(#N)C1=CC=C(C=O)C=C1 (4-cyanobenzaldehyde), C(#N)[BH3-].[Na+] (sodium cyanoborohydride). The yield is 70.5%. The product is COC=1C=C(OCC(=O)N2CCN(CC2)CC2=CC=C(C=C2)C#N)C=C(C1OC)OC (1-((3,4,5-trimethoxyphenoxy)methyl)carbonyl-4-(4-cyanobenzyl)piperazine). The solvent is C(C)(=O)O (acetic acid), CO (methanol). RXN SMILES: [CH3:1][O:2][C:3]1[CH:4]=[C:5]([CH:16]=[C:17]([O:21][CH3:22])[C:18]=1[O:19][CH3:20])[O:6][CH2:7][C:8]([N:10]1[CH2:15][CH2:14][NH:13][CH2:12][CH2:11]1)=[O:9].[C:23]([C:25]1[CH:32]=[CH:31][C:28]([CH:29]=O)=[CH:27][CH:26]=1)#[N:24].C([BH3-])#N.[Na+]>C(O)(=O)C.CO>[CH3:22][O:21][C:17]1[CH:16]=[C:5]([CH:4]=[C:3]([O:2][CH3:1])[C:18]=1[O:19][CH3:20])[O:6][CH2:7][C:8]([N:10]1[CH2:11][CH2:12][N:13]([CH2:29][C:28]2[CH:31]=[CH:32][C:25]([C:23]#[N:24])=[CH:26][CH:27]=2)[CH2:14][CH2:15]1)=[O:9] |f:2.3|. Starting materials: [Al+3], COC(=O)c1cncc(OCc2nc(-c3ccccc3)oc2C)c1, [H-], [H-], [H-], [H-], [Li+], [Na+], [Na+], C1CCOC1, O, O, O, O, O, O, O, O, O, O, O=S(=O)([O-])[O-]. Product: Cc1oc(-c2ccccc2)nc1COc1cncc(CO)c1. Reaction SMILES: [Al+3:2].[CH3:7][c:8]1[c:9]([CH2:19][O:20][c:21]2[cH:22][c:23]([C:27](=[O:28])[O:29][CH3:30])[cH:24][n:25][cH:26]2)[n:10][c:11](-[c:13]2[cH:14][cH:15][cH:16][cH:17][cH:18]2)[o:12]1.[H-:1].[H-:4].[H-:5].[H-:6].[Li+:3].[Na+:46].[Na+:47].[O:48]1[CH2:49][CH2:50][CH2:51][CH2:52]1.[OH2:31].[OH2:32].[OH2:33].[OH2:34].[OH2:35].[OH2:36].[OH2:37].[OH2:38].[OH2:39].[OH2:40].[S:41]([O-:42])([O-:43])(=[O:44])=[O:45]>>[CH3:7][c:8]1[c:9]([CH2:19][O:20][c:21]2[cH:22][c:23]([CH2:27][OH:28])[cH:24][n:25][cH:26]2)[n:10][c:11](-[c:13]2[cH:14][cH:15][cH:16][cH:17][cH:18]2)[o:12]1. Starting materials: BrC1=CC=C(C=C1)C(C)C1SCCCS1 (4-bromo-1-(1,3-dithian-2-yl)ethylbenzene), C(C)(CC)[Li] (sec-butyllithium), C(C)(=O)OCC (ethyl acetate), BrCCCCBr (1,4-dibromobutane). The solvent is O1CCCC1 (tetrahydrofuran). Conditions: time 1.5 hour. The product is BrCCCCC1=CC=C(C=C1)C(C)C1SCCCS1 (4-(4-bromobutyl)-1-(1,3-dithian-2-yl)ethylbenzene). As a reaction SMILES: Br[C:2]1[CH:7]=[CH:6][C:5]([CH:8]([CH:10]2[S:15][CH2:14][CH2:13][CH2:12][S:11]2)[CH3:9])=[CH:4][CH:3]=1.C([Li])(CC)C.[Br:21][CH2:22][CH2:23][CH2:24][CH2:25]Br.C(OCC)(=O)C>O1CCCC1>[Br:21][CH2:22][CH2:23][CH2:24][CH2:25][C:2]1[CH:7]=[CH:6][C:5]([CH:8]([CH:10]2[S:15][CH2:14][CH2:13][CH2:12][S:11]2)[CH3:9])=[CH:4][CH:3]=1. Procedure details: A solution of 4-bromo-1-(1,3-dithian-2-yl)ethylbenzene (27.2 g, 94 mmol) in tetrahydrofuran (200 ml) was charged with sec-butyllithium (99 ml, 1.3M in cyclohexane, 0.13 mole) dropwise at -78° C. under nitrogen. The mixture was stirred at ambient temperature for 1.5 hours, and then quenched with 1,4-dibromobutane (42 g, 0.2 mole). After being stirred for 3 hours, the mixture was poured into ethyl acetate, and then washed with water and brine. The organic solution was then dried (Na2SO4) and conce... The reactants are C=O (formalin), C=O (formalin), C(C)(=O)O (acetic acid), Cl (hydrochloric acid), BrC1=CSC(=C1Br)Br (3,4,5-tribromothiophene). Run at temperature 70 celsius, time 6 hour. The product is ClCC=1SC(=C(C1Br)Br)Br (2-chloromethyl-3,4,5-tribromothiophene). RXN SMILES: C=O.[ClH:3].[Br:4][C:5]1[C:9]([Br:10])=[C:8]([Br:11])[S:7][CH:6]=1.[C:12](O)(=O)C>>[Cl:3][CH2:12][C:6]1[S:7][C:8]([Br:11])=[C:9]([Br:10])[C:5]=1[Br:4]. Procedure: 4.07 G. (50 mmol) of formalin (37%) and 40 ml. of concentrated hydrochloric acid were added to a solution of 10.2 g. (33.3 mmol) of 3,4,5-tribromothiophene in 20 ml. of acetic acid. The resulting mixture was warmed to 70° C. After 6 hrs., 4.07 g. of formalin were added and heating was continued overnight. The resulting mixture was cooled, poured on ice water and extracted with ether. The organic phase was washed twice with water, sodium bicarbonate and water, dried and evaporated to give crude 2... The reactants are CC(C)(C)OC(=O)C(OCc1ccccc1)C(N)Cc1ccccc1, CO, Cl. The product is NC(COCc1ccccc1)Cc1ccccc1, Cl. Reaction SMILES: [CH2:1]([c:2]1[cH:3][cH:4][cH:5][cH:6][cH:7]1)[CH:8]([CH:9]([O:10][CH2:11][c:12]1[cH:13][cH:14][cH:15][cH:16][cH:17]1)[C:18]([O:19][C:20]([CH3:21])([CH3:22])[CH3:23])=[O:24])[NH2:25].[CH3:27][OH:28].[ClH:26]>>[CH2:1]([c:2]1[cH:3][cH:4][cH:5][cH:6][cH:7]1)[CH:8]([CH2:9][O:10][CH2:11][c:12]1[cH:13][cH:14][cH:15][cH:16][cH:17]1)[NH2:25].[ClH:26]. Yields the product C(C)(C)(C)N1N=C(C=C1C1=CC=C(C=C1)Cl)CCCN1CCN(CC1)C1=CC=C(C=C1)Cl (1-(3-(1-tert-butyl-5-(4-chlorophenyl)-1H-pyrazol-3-yl)propyl)-4-(4-chlorophenyl)piperazine). Procedure details: 111 mg (80%) of target compound was obtained by using a method same as in Example 1 by using 3-(1-tert-butyl-5-(4-chlorophenyl)-1H-pyrazol-3-yl)propanal (80 mg, 0.275 mmol), 1-(4-chlorophenyl)piperazine (74 mg, 0.275 mmol), DIPEA (0.072 mL, 0.413 mmol) and NaBH(OAc)3 (175 mg, 0.825 mmol). As a reaction SMILES: [C:1]([N:5]1[C:9]([C:10]2[CH:15]=[CH:14][C:13]([Cl:16])=[CH:12][CH:11]=2)=[CH:8][C:7]([CH2:17][CH2:18][CH:19]=O)=[N:6]1)([CH3:4])([CH3:3])[CH3:2].[Cl:21][C:22]1[CH:27]=[CH:26][C:25]([N:28]2[CH2:33][CH2:32][NH:31][CH2:30][CH2:29]2)=[CH:24][CH:23]=1.CCN(C(C)C)C(C)C.[BH-](OC(C)=O)(OC(C)=O)OC(C)=O.[Na+]>>[C:1]([N:5]1[C:9]([C:10]2[CH:15]=[CH:14][C:13]([Cl:16])=[CH:12][CH:11]=2)=[CH:8][C:7]([CH2:17][CH2:18][CH2:19][N:31]2[CH2:30][CH2:29][N:28]([C:25]3[CH:24]=[CH:23][C:22]([Cl:21])=[CH:27][CH:26]=3)[CH2:33][CH2:32]2)=[N:6]1)([CH3:4])([CH3:3])[CH3:2] |f:3.4|. The reactants are C(C)(C)(C)N1N=C(C=C1C1=CC=C(C=C1)Cl)CCC=O (3-(1-tert-butyl-5-(4-chlorophenyl)-1H-pyrazol-3-yl)propanal), [BH-](OC(=O)C)(OC(=O)C)OC(=O)C.[Na+] (NaBH(OAc)3), ClC1=CC=C(C=C1)N1CCNCC1 (1-(4-chlorophenyl)piperazine), CCN(C(C)C)C(C)C (DIPEA). Starting materials: CC(=O)N=C1[SH]=C(C)CN1c1cccc(C(F)(F)F)c1, CCO, Cl, O. Yields the product CC1=[SH]C(=N)N(c2cccc(C(F)(F)F)c2)C1. As a reaction SMILES: [C:1](=[O:2])([CH3:3])[N:4]=[C:5]1[SH:6]=[C:7]([CH3:20])[CH2:8][N:9]1[c:10]1[cH:11][c:12]([C:16]([F:17])([F:18])[F:19])[cH:13][cH:14][cH:15]1.[CH2:23]([OH:24])[CH3:25].[ClH:21].[OH2:22]>>[NH:4]=[C:5]1[SH:6]=[C:7]([CH3:20])[CH2:8][N:9]1[c:10]1[cH:11][c:12]([C:16]([F:17])([F:18])[F:19])[cH:13][cH:14][cH:15]1. Starting materials: C(C1=CC=CC=C1)OC(=O)N1CC=2NC3=CC=CC=C3C2CC1 (2-benzyloxycarbonyl-1,3,4,9-tetrahydro-2H-pyrido[3,4-b]indole), [H-].[Na+] (NaH), CN(C)C=O (DMF), O (H2O), BrCC1=CC=C(C(=O)OC)C=C1 (methyl 4-(bromomethyl)benzoate). Run at time 12 hour. The product is C(C1=CC=CC=C1)OC(=O)N1CC=2N(C3=CC=CC=C3C2CC1)CC1=CC=C(C=C1)CC(=O)O (2-Benzyloxycarbonyl-9-{[4-(carboxymethyl)phenyl]methyl}-1,3,4,9-tetrahydro-2H-pyrido[3,4-b]indole). The yield is 93.0%. As a reaction SMILES: [CH2:1]([O:8][C:9]([N:11]1[CH2:23][CH2:22][C:21]2[C:20]3[C:15](=[CH:16][CH:17]=[CH:18][CH:19]=3)[NH:14][C:13]=2[CH2:12]1)=[O:10])[C:2]1[CH:7]=[CH:6][CH:5]=[CH:4][CH:3]=1.[H-].[Na+].Br[CH2:27][C:28]1[CH:37]=[CH:36][C:31]([C:32](OC)=O)=[CH:30][CH:29]=1.[OH2:38].CN([CH:42]=[O:43])C>>[CH2:1]([O:8][C:9]([N:11]1[CH2:23][CH2:22][C:21]2[C:20]3[C:15](=[CH:16][CH:17]=[CH:18][CH:19]=3)[N:14]([CH2:32][C:31]3[CH:30]=[CH:29][C:28]([CH2:27][C:42]([OH:43])=[O:38])=[CH:37][CH:36]=3)[C:13]=2[CH2:12]1)=[O:10])[C:2]1[CH:3]=[CH:4][CH:5]=[CH:6][CH:7]=1 |f:1.2|. Procedure: To a stirred solution of 2-benzyloxycarbonyl-1,3,4,9-tetrahydro-2H-pyrido[3,4-b]indole (5.0 g, 16.33 mmole) in dry DMF (75 mL) at 5° C. was added 60% NaH (0.98 g, 24.5 mmole). After 10 min methyl 4-(bromomethyl)benzoate (4.12 g, 18.0 mmole) was added and the reaction was allowed to warm to RT and stir for 12 hr. The reaction contents were poured into H2O (100 mL) and extracted with EtOAc (2×100 mL). The combined organic phases were washed sequentially with H2O and brine, then were dried over Na2... The reactants are C1CCOC1, CN(C)C1CCc2ccc3[nH]ccc3c2C1, CC(C)(C)[O-], [K+], O=S(=O)(Cl)c1ccccc1. Product: CN(C)C1CCc2ccc3c(ccn3S(=O)(=O)c3ccccc3)c2C1. RXN SMILES: [CH2:33]1[O:34][CH2:35][CH2:36][CH2:37]1.[CH3:1][N:2]([CH:3]1[CH2:4][CH2:5][c:6]2[c:7]([c:8]3[cH:9][cH:10][nH:11][c:12]3[cH:13][cH:14]2)[CH2:15]1)[CH3:16].[CH3:27][C:28]([CH3:29])([O-:30])[CH3:31].[K+:32].[c:17]1([S:23](=[O:24])(=[O:25])[Cl:26])[cH:18][cH:19][cH:20][cH:21][cH:22]1>>[CH3:1][N:2]([CH:3]1[CH2:4][CH2:5][c:6]2[c:7]([c:8]3[cH:9][cH:10][n:11]([S:23]([c:17]4[cH:18][cH:19][cH:20][cH:21][cH:22]4)(=[O:24])=[O:25])[c:12]3[cH:13][cH:14]2)[CH2:15]1)[CH3:16]. Reactants: [OH-].[Na+] (sodium hydroxide), C(CCC)N1C(N(C(C1=O)CCCCCCC(=O)OCC)CCCCCCCC)=O (3-butyl-5-(6-ethoxycarbonylhexyl)-1-octyl hydantoin), CCOCC (ether). Run in C(C)O (ethanol). The product is C(CCC)N1C(N(C(C1=O)CCCCCCC(=O)O)CCCCCCCC)=O (3-butyl-5-(6-carboxyhexyl)-1-octyl hydantoin). Reaction SMILES: [CH2:1]([N:5]1[C:9](=[O:10])[CH:8]([CH2:11][CH2:12][CH2:13][CH2:14][CH2:15][CH2:16][C:17]([O:19]CC)=[O:18])[N:7]([CH2:22][CH2:23][CH2:24][CH2:25][CH2:26][CH2:27][CH2:28][CH3:29])[C:6]1=[O:30])[CH2:2][CH2:3][CH3:4].[OH-].[Na+].CCOCC>C(O)C>[CH2:1]([N:5]1[C:9](=[O:10])[CH:8]([CH2:11][CH2:12][CH2:13][CH2:14][CH2:15][CH2:16][C:17]([OH:19])=[O:18])[N:7]([CH2:22][CH2:23][CH2:24][CH2:25][CH2:26][CH2:27][CH2:28][CH3:29])[C:6]1=[O:30])[CH2:2][CH2:3][CH3:4] |f:1.2|. Procedure details: This ester (3.2 g) was dissolved in ethanol (15 ml) and 2N-sodium hydroxide (15 ml) and left at room temperature for 1 hour. The acidic product was isolated by extraction with ether and purified by chromatography on silica gel to give 3-butyl-5-(6-carboxyhexyl)-1-octyl hydantoin as a colourless oil.